describe an organic reaction: reactants, conditions, products, and yield From a dataset of the Open Reaction Database (ORD), a public repository of structured organic reaction records. Starting materials: CCO, NN, O, O=C1c2ccccc2C(=O)N1CCCN1CCC(C(c2ccccc2)c2ccccc2)CC1. Product: NCCCN1CCC(C(c2ccccc2)c2ccccc2)CC1. RXN SMILES: [CH3:37][CH2:38][OH:39].[NH2:35][NH2:36].[OH2:34].[c:1]1([CH:7]([CH:8]2[CH2:9][CH2:10][N:11]([CH2:14][CH2:15][CH2:16][N:17]3[C:18](=[O:19])[c:20]4[cH:21][cH:22][cH:23][cH:24][c:25]4[C:26]3=[O:27])[CH2:12][CH2:13]2)[c:28]2[cH:29][cH:30][cH:31][cH:32][cH:33]2)[cH:2][cH:3][cH:4][cH:5][cH:6]1>>[c:1]1([CH:7]([CH:8]2[CH2:9][CH2:10][N:11]([CH2:14][CH2:15][CH2:16][NH2:17])[CH2:12][CH2:13]2)[c:28]2[cH:29][cH:30][cH:31][cH:32][cH:33]2)[cH:2][cH:3][cH:4][cH:5][cH:6]1.